Task: describe an organic reaction: reactants, conditions, products, and yield. Dataset: the Open Reaction Database (ORD), a public repository of structured organic reaction records The reactants are FC(C1=CC=CC(=N1)N1CCC(CC1)C(=O)O)(F)F (1-(6-trifluoromethylpyrid-2-yl)-piperidine-4-carboxylic acid), NC1=CC=C2C=CC=NC2=C1 (7-aminoquinoline). Yields the product N1=CC=CC2=CC=C(C=C12)NC(=O)C1CCN(CC1)C1=NC(=CC=C1)C(F)(F)F (N-Quinolin-7-yl-1-(6-trifluoromethylpyrid-2-yl)-piperidine-4-carboxamide). RXN SMILES: [F:1][C:2]([F:19])([F:18])[C:3]1[N:8]=[C:7]([N:9]2[CH2:14][CH2:13][CH:12]([C:15]([OH:17])=O)[CH2:11][CH2:10]2)[CH:6]=[CH:5][CH:4]=1.[NH2:20][C:21]1[CH:30]=[C:29]2[C:24]([CH:25]=[CH:26][CH:27]=[N:28]2)=[CH:23][CH:22]=1>>[N:28]1[C:29]2[C:24](=[CH:23][CH:22]=[C:21]([NH:20][C:15]([CH:12]3[CH2:11][CH2:10][N:9]([C:7]4[CH:6]=[CH:5][CH:4]=[C:3]([C:2]([F:1])([F:19])[F:18])[N:8]=4)[CH2:14][CH2:13]3)=[O:17])[CH:30]=2)[CH:25]=[CH:26][CH:27]=1. Reported procedure: Using the procedure outlined in Example 107, the title compound was prepared from 1-(6-trifluoromethylpyrid-2-yl)-piperidine-4-carboxylic acid (D102) (100 mg, 0.36 mmol) and 7-aminoquinoline (D55) (27 mg, 0.19 mmol) as an off white solid. MS(ES): MH+ 401, M-H+ 399. Starting materials: FC1=C(C=CC(=C1)F)C1(OC1C)CN1N=CN=C1 (2,4-Difluorophenyl-3-methyl-2-(1H-1,2,4-triazol-1-ylmethyl)oxirane), N1CCC(CC1)C1=NC=CC=C1 (2-(4-piperidyl)pyridine), O.O.O.Cl(=O)(=O)(=O)[O-].[Li+] (lithium perchlorate trihydrate). Solvent: C(C)#N (acetonitrile). Product: FC1=C(C=CC(=C1)F)[C@@](CN1N=CN=C1)([C@@H](C)N1CCC(CC1)C1=NC=CC=C1)O ((2R,3R)-2-(2,4-difluorophenyl)-3-(4-pyridin-2-ylpiperidin-1-yl)-1-(1,2,4-triazol-1-yl)butan-2-ol). The yield is 28.9%. RXN SMILES: [F:1][C:2]1[CH:7]=[C:6]([F:8])[CH:5]=[CH:4][C:3]=1[C:9]1([CH2:13][N:14]2[CH:18]=[N:17][CH:16]=[N:15]2)[CH:11]([CH3:12])[O:10]1.[NH:19]1[CH2:24][CH2:23][CH:22]([C:25]2[CH:30]=[CH:29][CH:28]=[CH:27][N:26]=2)[CH2:21][CH2:20]1.O.O.O.Cl([O-])(=O)(=O)=O.[Li+]>C(#N)C>[F:1][C:2]1[CH:7]=[C:6]([F:8])[CH:5]=[CH:4][C:3]=1[C@:9]([OH:10])([C@H:11]([N:19]1[CH2:24][CH2:23][CH:22]([C:25]2[CH:30]=[CH:29][CH:28]=[CH:27][N:26]=2)[CH2:21][CH2:20]1)[CH3:12])[CH2:13][N:14]1[CH:18]=[N:17][CH:16]=[N:15]1 |f:2.3.4.5.6|. Procedure details: (2R,3R)-2-(2,4-Difluorophenyl-3-methyl-2-(1H-1,2,4-triazol-1-ylmethyl)oxirane (0.76 g, 3.0 mmol) and 2-(4-piperidyl)pyridine (4.3 g, 26.5 mmol) were dissolved in acetonitrile (50 ml), and lithium perchlorate trihydrate (4.25 g, 26.5 mmol) was added thereto and refluxed for 40 hours. The solvent was evaporated under a reduced pressure, and the thus obtained residue was dissolved in ethyl acetate and washed with water. The solvent was again evaporated under a reduced pressure, and the residue was ... Starting materials: CCOc1ccc(N)cc1, CO, Clc1nnc(Cc2ccncc2)c2ccccc12, ClCCl, [Na+], [Na+], O=C([O-])[O-]. The product is CCOc1ccc(Nc2nnc(Cc3ccncc3)c3ccccc23)cc1. RXN SMILES: [CH2:19]([CH3:20])[O:21][c:22]1[cH:23][cH:24][c:25]([NH2:26])[cH:27][cH:28]1.[CH3:35][OH:36].[Cl:1][c:2]1[n:3][n:4][c:5]([CH2:12][c:13]2[cH:14][cH:15][n:16][cH:17][cH:18]2)[c:6]2[cH:7][cH:8][cH:9][cH:10][c:11]12.[Cl:37][CH2:38][Cl:39].[Na+:29].[Na+:30].[O-:31][C:32](=[O:33])[O-:34]>>[c:2]1([NH:26][c:25]2[cH:24][cH:23][c:22]([O:21][CH2:19][CH3:20])[cH:28][cH:27]2)[n:3][n:4][c:5]([CH2:12][c:13]2[cH:14][cH:15][n:16][cH:17][cH:18]2)[c:6]2[cH:7][cH:8][cH:9][cH:10][c:11]12. Starting materials: CN1N=NN=C1S (1-Methyl-5-mercapto-1,2,3,4-tetrazole), C([O-])([O-])=O.[K+].[K+] (potassium carbonate), C(C)C1=CC=C(C=C1)C(=O)CCCCl (3-chloropropyl 4-ethylphenyl ketone). Run in CC(=O)C (acetone). Conditions: time 2 hour. Product: CN1N=NN=C1SCCCC(C1=CC=C(C=C1)CC)=O (1-methyl-5-[3-(4-ethylbenzoyl)propyl]thio-1,2,3,4-tetrazole). The yield is 49.0%. As a reaction SMILES: [CH3:1][N:2]1[C:6]([SH:7])=[N:5][N:4]=[N:3]1.C(=O)([O-])[O-].[K+].[K+].[CH2:14]([C:16]1[CH:21]=[CH:20][C:19]([C:22]([CH2:24][CH2:25][CH2:26]Cl)=[O:23])=[CH:18][CH:17]=1)[CH3:15]>CC(C)=O>[CH3:1][N:2]1[C:6]([S:7][CH2:26][CH2:25][CH2:24][C:22](=[O:23])[C:19]2[CH:18]=[CH:17][C:16]([CH2:14][CH3:15])=[CH:21][CH:20]=2)=[N:5][N:4]=[N:3]1 |f:1.2.3|. Procedure: 1-Methyl-5-mercapto-1,2,3,4-tetrazole (1.2 g), potassium carbonate (2.1 g) and 3-chloropropyl 4-ethylphenyl ketone (3.2 g) are added to acetone (50 ml) and the mixture is refluxed with stirring for 2 hours. The reaction mixture is concentrated to dryness under reduced pressure and the residue is dissolved in chloroform. Insolubles are filtered off. The filtrate is concentrated under reduced pressure and the residue is purified by cilica gel column chromatography (Kieselgel 60, eluant: benzene-et... Starting materials: CO, CP(C)(=O)Cc1cccc([N+](=O)[O-])c1. Product: CP(C)(=O)Cc1cccc(N)c1. Reaction SMILES: [CH3:15][OH:16].[CH3:1][P:2]([CH2:3][c:4]1[cH:5][c:6]([N+:10]([O-:11])=[O:12])[cH:7][cH:8][cH:9]1)([CH3:13])=[O:14]>>[CH3:1][P:2]([CH2:3][c:4]1[cH:5][c:6]([NH2:10])[cH:7][cH:8][cH:9]1)([CH3:13])=[O:14]. Reactants: CC1=C(C(=O)C2=C(C3=C(S2)C=CC=C3)O)C=CC=C1 (2-(2-methylbenzoyl)-benzo-[b]-thiophen-3-ol), P(Cl)(Cl)(Cl)(Cl)Cl (phosphorus(V) chloride), N (ammonia). Product: N\C(=C\1/C(C2=C(S1)C=CC=C2)=O)\C2=C(C=CC=C2)C ((E)-2-[(Amino)-(2-methylphenyl)methylene]-benzo[b]thiophen-3(2H)-one). Yield: 50.0%. As a reaction SMILES: [CH3:1][C:2]1[CH:19]=[CH:18][CH:17]=[CH:16][C:3]=1[C:4]([C:6]1[S:10][C:9]2[CH:11]=[CH:12][CH:13]=[CH:14][C:8]=2[C:7]=1[OH:15])=O.P(Cl)(Cl)(Cl)(Cl)Cl.[NH3:26]>>[NH2:26]/[C:4](/[C:3]1[CH:16]=[CH:17][CH:18]=[CH:19][C:2]=1[CH3:1])=[C:6]1\[C:7](=[O:15])[C:8]2[CH:14]=[CH:13][CH:12]=[CH:11][C:9]=2[S:10]\1. Reported procedure: Prepared as in Example 1 from 2-(2-methylbenzoyl)-benzo-[b]-thiophen-3-ol, phosphorus(V) chloride and concentrated aqueous ammonia with a yield of 50% of theory. The reactants are IC1=NN(C2=CC=C(C=C12)C)C(=O)OC(C)(C)C (tert-butyl 3-iodo-5-methyl-1H-indazole-1-carboxylate), C[Si](C)(C)C#C ((trimethylsilyl)acetylene), C1(=CC=CC=C1)P(C1=CC=CC=C1)C1=CC=CC=C1 (triphenylphosphine). Reagents/catalysts: CC(=O)[O-].CC(=O)[O-].[Pd+2] (Pd(OAc)2), [Cu](I)I (copper iodide). Solvent: TEA. Reaction conditions: temperature 80 celsius, time 1 hour. The product is CC=1C=C2C(=NN(C2=CC1)C(=O)OC(C)(C)C)C#C[Si](C)(C)C (tert-butyl 5-methyl-3-[(trimethylsilyl)ethynyl]-1H-indazole-1-carboxylate). RXN SMILES: I[C:2]1[C:10]2[C:5](=[CH:6][CH:7]=[C:8]([CH3:11])[CH:9]=2)[N:4]([C:12]([O:14][C:15]([CH3:18])([CH3:17])[CH3:16])=[O:13])[N:3]=1.[CH3:19][Si:20]([C:23]#[CH:24])([CH3:22])[CH3:21].C1(P(C2C=CC=CC=2)C2C=CC=CC=2)C=CC=CC=1>CC([O-])=O.CC([O-])=O.[Pd+2].[Cu](I)I>[CH3:11][C:8]1[CH:9]=[C:10]2[C:5](=[CH:6][CH:7]=1)[N:4]([C:12]([O:14][C:15]([CH3:18])([CH3:17])[CH3:16])=[O:13])[N:3]=[C:2]2[C:24]#[C:23][Si:20]([CH3:22])([CH3:21])[CH3:19] |f:3.4.5|. Procedure: In a round bottom flask were introduced tert-butyl 3-iodo-5-methyl-1H-indazole-1-carboxylate (8.3 g; 23.2 mmol; 1.0 eq.), (trimethylsilyl)acetylene (6.8 mL; 48.8 mmol; 2.1 eq.), Pd(OAc)2 (521 mg; 2.3 mmol; 0.1 eq.), triphenylphosphine (1.22 g; 4.65 mmol; 0.2 eq.) and copper iodide (442 mg; 2.32 mmol; 0.1 eq.) in TEA (57 mL). The reaction mixture was degassed and stirred at 80° C. under N2 for 1 hour. Et2O was added and the reaction mixture was filtrated through a celite pad. The filtrate was the... Starting materials: CC[Zn]CC, CCCCCC, ClCCl, C=COc1cc(C(Cc2ccccc2)(NS(=O)C(C)(C)C)c2cc(F)cc(OC(F)(F)C(F)F)c2)ccc1F, ICI, O=C(O)C(F)(F)F. Yields the product CC(C)(C)S(=O)NC(Cc1ccccc1)(c1cc(F)cc(OC(F)(F)C(F)F)c1)c1ccc(F)c(OC2CC2)c1. Reaction SMILES: [CH3:1][CH2:2][Zn:3][CH2:4][CH3:5].[CH3:6][CH2:7][CH2:8][CH2:9][CH2:10][CH3:11].[Cl:61][CH2:62][Cl:63].[F:22][c:23]1[c:24]([O:58][CH:59]=[CH2:60])[cH:25][c:26]([C:29]([CH2:30][c:31]2[cH:32][cH:33][cH:34][cH:35][cH:36]2)([c:37]2[cH:38][c:39]([F:50])[cH:40][c:41]([O:43][C:44]([CH:45]([F:46])[F:47])([F:48])[F:49])[cH:42]2)[NH:51][S:52](=[O:53])[C:54]([CH3:55])([CH3:56])[CH3:57])[cH:27][cH:28]1.[I:19][CH2:20][I:21].[OH:12][C:13]([C:14]([F:15])([F:16])[F:17])=[O:18]>>[CH2:1]1[CH:59]([O:58][c:24]2[c:23]([F:22])[cH:28][cH:27][c:26]([C:29]([CH2:30][c:31]3[cH:32][cH:33][cH:34][cH:35][cH:36]3)([c:37]3[cH:38][c:39]([F:50])[cH:40][c:41]([O:43][C:44]([CH:45]([F:46])[F:47])([F:48])[F:49])[cH:42]3)[NH:51][S:52](=[O:53])[C:54]([CH3:55])([CH3:56])[CH3:57])[cH:25]2)[CH2:60]1. Starting materials: CCN=C=NCCCN(C)C.Cl (EDC hydrochloride), C(C)(C)(C)OC(=O)N[C@@H](COCC1=CC=CC=C1)C(=O)N[C@@H](C(C)C)C(=O)N[C@@H](C(C)C)C(=O)O (N-tert-butoxycarbonyl O-benzyl L-seryl L-valyl L-valine), FC(C(=O)O)(F)F.COC(CNC(CN)=O)=O (Glycyl glycine methyl ester trifluoroacetate), C(C)(C)N(C(C)C)CC (N,N-diisopropylethyl amine), C1=CC=C2C(=C1)N=NN2O.O (HOBt hydrate). Run in C(Cl)Cl (CH2Cl2), C(Cl)Cl (CH2Cl2). Conditions: temperature 0 celsius, time 30 minute. Product: COC(CNC(CNC([C@@H](NC([C@@H](NC([C@@H](NC(=O)OC(C)(C)C)COCC1=CC=CC=C1)=O)C(C)C)=O)C(C)C)=O)=O)=O (N-tert-butoxycarbonyl O-benzyl L-seryl L-valyl L-valyl glycyl glycine methyl ester). Yield: 77.5%. As a reaction SMILES: [C:1]([O:5][C:6]([NH:8][C@H:9]([C:19]([NH:21][C@H:22]([C:26]([NH:28][C@H:29]([C:33]([OH:35])=O)[CH:30]([CH3:32])[CH3:31])=[O:27])[CH:23]([CH3:25])[CH3:24])=[O:20])[CH2:10][O:11][CH2:12][C:13]1[CH:18]=[CH:17][CH:16]=[CH:15][CH:14]=1)=[O:7])([CH3:4])([CH3:3])[CH3:2].FC(F)(F)C(O)=O.[CH3:43][O:44][C:45](=[O:52])[CH2:46][NH:47][C:48](=[O:51])[CH2:49][NH2:50].C(N(CC)C(C)C)(C)C.C1C=C2N=NN(O)C2=CC=1.O.CCN=C=NCCCN(C)C.Cl>C(Cl)Cl>[CH3:43][O:44][C:45](=[O:52])[CH2:46][NH:47][C:48](=[O:51])[CH2:49][NH:50][C:33](=[O:35])[C@H:29]([CH:30]([CH3:32])[CH3:31])[NH:28][C:26](=[O:27])[C@H:22]([CH:23]([CH3:24])[CH3:25])[NH:21][C:19](=[O:20])[C@H:9]([CH2:10][O:11][CH2:12][C:13]1[CH:14]=[CH:15][CH:16]=[CH:17][CH:18]=1)[NH:8][C:6]([O:5][C:1]([CH3:4])([CH3:3])[CH3:2])=[O:7] |f:1.2,4.5,6.7|. Reported procedure: N-tert-butoxycarbonyl O-benzyl L-seryl L-valine 17 (2.20 g, 4.46 mmol) and glycyl glycine methyl ester trifluoroacetate 21 (1.16 g, 4.44 mmol) were dissolved in CH2Cl2 (15 mL). N,N-diisopropylethyl amine (0.57 g, 4.4 mmol) and HOBt hydrate (0.68 g, 4.4 mmol) were added and the solution cooled to 0° C. EDC hydrochloride (0.94 g, 4.9 mmol) was added slowly together with 5 mL CH2Cl2. The reaction mixture was stirred for 1 h 30 min at 0° C. after which the icebath was removed. The mixture was stirre...